describe an organic reaction: reactants, conditions, products, and yield From a dataset of the Open Reaction Database (ORD), a public repository of structured organic reaction records. The reactants are BrC=1N=CC(=NC1)C(=O)N1CCN(CC1)C1=NC=C(C=C1C)C1CC1 ((5-bromopyrazin-2-yl)[4-(5-cyclopropyl-3-methylpyridin-2-yl)piperazin-1-yl]methanone), CC1CCC(N1)=O (5-methylpyrrolidin-2-one). Product: C1(CC1)C=1C=C(C(=NC1)N1CCN(CC1)C(=O)C=1N=CC(=NC1)N1C(CCC1C)=O)C (1-{5-[4-(5-cyclopropyl-3-methylpyridin-2-yl)piperazine-1-carbonyl]pyrazin-2-yl}-5-methylpyrrolidin-2-one). Isolated yield 26.8%. Reaction SMILES: Br[C:2]1[N:3]=[CH:4][C:5]([C:8]([N:10]2[CH2:15][CH2:14][N:13]([C:16]3[C:21]([CH3:22])=[CH:20][C:19]([CH:23]4[CH2:25][CH2:24]4)=[CH:18][N:17]=3)[CH2:12][CH2:11]2)=[O:9])=[N:6][CH:7]=1.[CH3:26][CH:27]1[NH:31][C:30](=[O:32])[CH2:29][CH2:28]1>>[CH:23]1([C:19]2[CH:20]=[C:21]([CH3:22])[C:16]([N:13]3[CH2:14][CH2:15][N:10]([C:8]([C:5]4[N:6]=[CH:7][C:2]([N:31]5[CH:27]([CH3:26])[CH2:28][CH2:29][C:30]5=[O:32])=[N:3][CH:4]=4)=[O:9])[CH2:11][CH2:12]3)=[N:17][CH:18]=2)[CH2:25][CH2:24]1. Reported procedure: Using (5-bromopyrazin-2-yl)[4-(5-cyclopropyl-3-methylpyridin-2-yl)piperazin-1-yl]methanone (150 mg) described in Preparation Example 243 and 5-methylpyrrolidin-2-one (44 mg) and by the reaction and treatment in the same manner as in Example 1, the title compound (42 mg) was obtained.